This data is from the Open Reaction Database (ORD), a public repository of structured organic reaction records. The task is: describe an organic reaction: reactants, conditions, products, and yield Starting materials: CCI, CC#N, [K+], [K+], CC(C)(C)OC(=O)N1CCC(CC2CCNCC2)CC1, O=C([O-])[O-]. The product is CCN1CCC(CC2CCN(C(=O)OC(C)(C)C)CC2)CC1. As a reaction SMILES: [CH2:21]([CH3:22])[I:23].[CH3:30][C:31]#[N:32].[K+:24].[K+:25].[NH:1]1[CH2:2][CH2:3][CH:4]([CH2:7][CH:8]2[CH2:9][CH2:10][N:11]([C:14](=[O:15])[O:16][C:17]([CH3:18])([CH3:19])[CH3:20])[CH2:12][CH2:13]2)[CH2:5][CH2:6]1.[O-:26][C:27]([O-:28])=[O:29]>>[N:1]1([CH2:21][CH3:22])[CH2:2][CH2:3][CH:4]([CH2:7][CH:8]2[CH2:9][CH2:10][N:11]([C:14](=[O:15])[O:16][C:17]([CH3:18])([CH3:19])[CH3:20])[CH2:12][CH2:13]2)[CH2:5][CH2:6]1. The reactants are CC1=C(C(=CC=C1)C)B1OC(C(O1)(C)C)(C)C (2-(2,6-dimethylphenyl)-4,4,5,5-tetramethyl-1,3,2-dioxaborolane), BrN1C(CCC1=O)=O (N-bromosuccinimide), CC(C)(C#N)N=NC(C)(C)C#N (AIBN). Run in C(C)#N (acetonitrile). The product is BrCC1=C(C(=CC=C1)C)B1OC(C(O1)(C)C)(C)C (2-[2-(Bromomethyl)-6-methylphenyl]-4,4,5,5-tetramethyl-1,3,2-dioxaborolane). RXN SMILES: [CH3:1][C:2]1[CH:7]=[CH:6][CH:5]=[C:4]([CH3:8])[C:3]=1[B:9]1[O:13][C:12]([CH3:15])([CH3:14])[C:11]([CH3:17])([CH3:16])[O:10]1.[Br:18]N1C(=O)CCC1=O.CC(N=NC(C#N)(C)C)(C#N)C>C(#N)C>[Br:18][CH2:1][C:2]1[CH:7]=[CH:6][CH:5]=[C:4]([CH3:8])[C:3]=1[B:9]1[O:10][C:11]([CH3:17])([CH3:16])[C:12]([CH3:15])([CH3:14])[O:13]1. Reported procedure: A mixture of 43.0 g (185 mmol) of 2-(2,6-dimethylphenyl)-4,4,5,5-tetramethyl-1,3,2-dioxaborolane, 42.9 g (241 mmol) of N-bromosuccinimide, and 0.40 g (3.27 mmol) of AIBN in 1000 ml of acetonitrile was refluxed for 2 h. Then, this mixture was cooled to room temperature and evaporated to dryness. The residue was dissolved in 500 ml of hexane. The precipitate was filtered on glass frit (G3), and the filtrate was evaporated to dryness to give yellowish crystalline solid. Yield 37.9 g (66%). Anal. ca...